From a dataset of the Open Reaction Database (ORD), a public repository of structured organic reaction records. describe an organic reaction: reactants, conditions, products, and yield Reactants: CCOC(=O)CBr, Oc1cccc2c1CC(NCc1ccccc1)C(O)C2, C[O-], CS(C)=O, [Na+]. Yields the product CCOC(=O)COc1cccc2c1CC(NCc1ccccc1)C(O)C2. As a reaction SMILES: [Br:24][CH2:25][C:26](=[O:27])[O:28][CH2:29][CH3:30].[CH2:1]([c:2]1[cH:3][cH:4][cH:5][cH:6][cH:7]1)[NH:8][CH:9]1[CH:10]([OH:20])[CH2:11][c:12]2[cH:13][cH:14][cH:15][c:16]([OH:19])[c:17]2[CH2:18]1.[CH3:21][O-:22].[CH3:31][S:32]([CH3:33])=[O:34].[Na+:23]>>[CH2:1]([c:2]1[cH:3][cH:4][cH:5][cH:6][cH:7]1)[NH:8][CH:9]1[CH:10]([OH:20])[CH2:11][c:12]2[cH:13][cH:14][cH:15][c:16]([O:19][CH2:25][C:26](=[O:27])[O:28][CH2:29][CH3:30])[c:17]2[CH2:18]1. The reactants are O=C1CCN(CC1)C1=CC=C(C=C1)NS(=O)(=O)C1=CC=C(C=C1)NC(C)=O (N-{4-[4-(4-Oxo-piperidine-1-yl)-phenylsulfamoyl]-phenyl}-acetamide), C(C1=CC=CC=C1)OC1=C(C=C(C=C1)[C@H](CN)O)NS(=O)(=O)C (N-[2-Benzyloxy-5-(2-amino-(1R)-1-hydroxy-ethyl)-phenyl]-methanesulfonamide). Product: O[C@@H](CNC1CCN(CC1)C1=CC=C(NS(=O)(=O)C2=CC=C(C=C2)NC(C)=O)C=C1)C1=CC(=C(C=C1)O)NS(=O)(=O)C (N-{4-[(4-{4-[((2R)-2-Hydroxy-2-{4-hydroxy-3-[(methylsulfonyl)amino]-phenyl}ethyl)amino]-1-piperidineyl}anilino)sulfonyl]phenyl}acetamide). As a reaction SMILES: O=[C:2]1[CH2:7][CH2:6][N:5]([C:8]2[CH:13]=[CH:12][C:11]([NH:14][S:15]([C:18]3[CH:23]=[CH:22][C:21]([NH:24][C:25](=[O:27])[CH3:26])=[CH:20][CH:19]=3)(=[O:17])=[O:16])=[CH:10][CH:9]=2)[CH2:4][CH2:3]1.C([O:35][C:36]1[CH:41]=[CH:40][C:39]([C@@H:42]([OH:45])[CH2:43][NH2:44])=[CH:38][C:37]=1[NH:46][S:47]([CH3:50])(=[O:49])=[O:48])C1C=CC=CC=1>>[OH:45][C@H:42]([C:39]1[CH:40]=[CH:41][C:36]([OH:35])=[C:37]([NH:46][S:47]([CH3:50])(=[O:49])=[O:48])[CH:38]=1)[CH2:43][NH:44][CH:2]1[CH2:7][CH2:6][N:5]([C:8]2[CH:9]=[CH:10][C:11]([NH:14][S:15]([C:18]3[CH:23]=[CH:22][C:21]([NH:24][C:25](=[O:27])[CH3:26])=[CH:20][CH:19]=3)(=[O:16])=[O:17])=[CH:12][CH:13]=2)[CH2:4][CH2:3]1. Reported procedure: The title compound was prepared from N-{4-[4-(4-oxo-piperidine-1-yl)-phenylsulfamoyl]-phenyl}-acetamide (which was obtained in Example 216) and N-[5-((1R)-2-amino-1-hydroxy-ethyl)-2-benzyloxy-phenyl]-methanesulfonamide (which was obtained in Example 8) according to the procedure of Example 255 as an off-white solid; 1H NMR (300 MHz, DMSO-d6) δ 1.40-1.70 (m, 2H), 1.90-2.10 (m, 2H), 2.06 (s, 3H), 2.50-2.65 (m, 2H), 2.90-3.15 (m, 3H), 2.94 (s, 3H), 3.55-3.70 (m, 2H), 4.65-4.80 (m, 1H), 6.79 (d, J=9... The reactants are C(C)(C)[C@@H]1NC(C(NC(C2=CSC(CNC(C[C@H](OC1=O)C=C)=O)=N2)=O)(C)C)=O ((7S,10S)-7-isopropyl-4,4-dimethyl-10-vinyl-9-oxa-16-thia-3,6,13,18-tetraazabicyclo[13.2.1]octadeca-1(17),15(18)-diene-2,5,8,12-tetraone), BrCCC=C (4-bromo-1-butene). Reagents/catalysts: catalyst. Run in ClCCCl (1,2-dichloroethane). Conditions: temperature 85 celsius. Product: BrCC/C=C/[C@H]1OC([C@@H](NC(C(NC(C2=CSC(CNC(C1)=O)=N2)=O)(C)C)=O)C(C)C)=O ((7S,10S)-10-((E)-4-bromobut-1-enyl)-7-isopropyl-4,4-dimethyl-9-oxa-16-thia-3,6,13,18-tetraazabicyclo[13.2.1]octadeca-1(17),15(18)-diene-2,5,8,12-tetraone). RXN SMILES: [CH:1]([C@H:4]1[C:20](=[O:21])[O:19][C@H:18]([CH:22]=[CH2:23])[CH2:17][C:16](=[O:24])[NH:15][CH2:14][C:13]2=[N:25][C:10](=[CH:11][S:12]2)[C:9](=[O:26])[NH:8][C:7]([CH3:28])([CH3:27])[C:6](=[O:29])[NH:5]1)([CH3:3])[CH3:2].[Br:30][CH2:31][CH2:32]C=C>ClCCCl>[Br:30][CH2:31][CH2:32]/[CH:23]=[CH:22]/[C@@H:18]1[CH2:17][C:16](=[O:24])[NH:15][CH2:14][C:13]2=[N:25][C:10](=[CH:11][S:12]2)[C:9](=[O:26])[NH:8][C:7]([CH3:27])([CH3:28])[C:6](=[O:29])[NH:5][C@@H:4]([CH:1]([CH3:3])[CH3:2])[C:20](=[O:21])[O:19]1. Procedure: To a mixture of (7S,10S)-7-isopropyl-4,4-dimethyl-10-vinyl-9-oxa-16-thia-3,6,13,18-tetraazabicyclo[13.2.1]octadeca-1(17),15(18)-diene-2,5,8,12-tetraone (20 mg, 0.047 mmole) in 2 mL 1,2-dichloroethane was added 4-bromo-1-butene (25.6 mg, 0.19 mmole) and Zhan-1 catalyst (3.2 mg, 0.0047 mmole). The mixture was briefly degassed and then heated in a sealed tube at 85° C. overnight. The crude product was concentrated and passed through a silica gel plug to get a mixture of the desired product and reco... Reactants: CC1(C)COC(CCCBr)OC1, Cn1c(S)nnc1-c1ccc2ncccc2c1, CN(C)C=O, [Li+], [OH-]. Product: Cn1c(SCCCC2OCC(C)(C)CO2)nnc1-c1ccc2ncccc2c1. Reaction SMILES: [Br:18][CH2:19][CH2:20][CH2:21][CH:22]1[O:23][CH2:24][C:25]([CH3:28])([CH3:29])[CH2:26][O:27]1.[CH3:1][n:2]1[c:3]([SH:17])[n:4][n:5][c:6]1-[c:7]1[cH:8][c:9]2[cH:10][cH:11][cH:12][n:13][c:14]2[cH:15][cH:16]1.[CH3:32][N:33]([CH3:34])[CH:35]=[O:36].[Li+:30].[OH-:31]>>[CH3:1][n:2]1[c:3]([S:17][CH2:19][CH2:20][CH2:21][CH:22]2[O:23][CH2:24][C:25]([CH3:28])([CH3:29])[CH2:26][O:27]2)[n:4][n:5][c:6]1-[c:7]1[cH:8][c:9]2[cH:10][cH:11][cH:12][n:13][c:14]2[cH:15][cH:16]1. The reactants are O (water), C(C)(C)(C)OC(=O)N[C@@H]1C[C@H](C1)C(=O)O (trans-3-(tert-butoxycarbonylamino)cyclobutanecarboxylic acid), C([O-])([O-])=O.[K+].[K+] (potassium carbonate), BrCC1=CC=CC=C1 ((bromomethyl)benzene). Solvent: CN(C=O)C (dimethylformamide). Conditions: time 17 hour. Yields the product C(C)(C)(C)OC(=O)N[C@@H]1C[C@H](C1)C(=O)OCC1=CC=CC=C1 (benzyl trans-3-(tert-butoxycarbonylamino)cyclobutanecarboxylate). Reaction SMILES: [C:1]([O:5][C:6]([NH:8][C@H:9]1[CH2:12][C@H:11]([C:13]([OH:15])=[O:14])[CH2:10]1)=[O:7])([CH3:4])([CH3:3])[CH3:2].C(=O)([O-])[O-].[K+].[K+].Br[CH2:23][C:24]1[CH:29]=[CH:28][CH:27]=[CH:26][CH:25]=1.O>CN(C)C=O>[C:1]([O:5][C:6]([NH:8][C@H:9]1[CH2:10][C@H:11]([C:13]([O:15][CH2:23][C:24]2[CH:29]=[CH:28][CH:27]=[CH:26][CH:25]=2)=[O:14])[CH2:12]1)=[O:7])([CH3:4])([CH3:2])[CH3:3] |f:1.2.3|. Reported procedure: A suspension of trans-3-(tert-butoxycarbonylamino)cyclobutanecarboxylic acid (0.5 g, 2.323 mmol) and potassium carbonate (0.321 g, 2.323 mmol) in dimethylformamide (2.323 ml) was treated with (bromomethyl)benzene (0.401 g, 2.346 mmol) added from a syringe over 3 minutes. The reaction mixture was stirred at room temperature for 17 hours and water was added. The suspension was filtered and the solid collected was washed with water and dried under vacuum to give the title compound.